Dataset: the Open Reaction Database (ORD), a public repository of structured organic reaction records. Task: describe an organic reaction: reactants, conditions, products, and yield The reactants are Cl.Cl.C1=C(C=CC2=CC=CC=C12)CN1CCC(CC1)N (1-Naphthalen-2-ylmethyl-piperidin-4-ylamine dihydrochloride salt), C(C)(C)N(C(C)C)CC (N,N-diisopropylethylamine), FC(OC=1C=C2C(=CC(OC2=CC1)=O)OS(=O)(=O)C(F)(F)F)F (trifluoro-methanesulfonic acid 6-difluoromethoxy-2-oxo-2H-chromen-4-yl ester). Solvent: CCOC(=O)C (EtOAc), C(Cl)(Cl)Cl (CHCl3). Run at temperature 50 celsius, time 3 hour. Yields the product FC(OC=1C=C2C(=CC(OC2=CC1)=O)NC1CCN(CC1)CC1=CC2=CC=CC=C2C=C1)F (6-Difluoromethoxy-4-(1-naphthalen-2-ylmethyl-piperidin-4-ylamino)-chromen-2-one). Isolated yield 7.8%. RXN SMILES: [F:1][CH:2]([F:23])[O:3][C:4]1[CH:5]=[C:6]2[C:11](=[CH:12][CH:13]=1)[O:10][C:9](=[O:14])[CH:8]=[C:7]2OS(C(F)(F)F)(=O)=O.Cl.Cl.[CH:26]1[C:35]2[C:30](=[CH:31][CH:32]=[CH:33][CH:34]=2)[CH:29]=[CH:28][C:27]=1[CH2:36][N:37]1[CH2:42][CH2:41][CH:40]([NH2:43])[CH2:39][CH2:38]1.C(N(CC)C(C)C)(C)C>C(Cl)(Cl)Cl.CCOC(C)=O>[F:1][CH:2]([F:23])[O:3][C:4]1[CH:5]=[C:6]2[C:11](=[CH:12][CH:13]=1)[O:10][C:9](=[O:14])[CH:8]=[C:7]2[NH:43][CH:40]1[CH2:39][CH2:38][N:37]([CH2:36][C:27]2[CH:28]=[CH:29][C:30]3[C:35](=[CH:34][CH:33]=[CH:32][CH:31]=3)[CH:26]=2)[CH2:42][CH2:41]1 |f:1.2.3|. Reported procedure: 4,6-Dihydroxy-chromen-2-one (500 mg, 2.790 mmol) was dissolved in iPrOH (50 mL). KOH pellets (1.57 g, 27.90 mmol) were added and this mixture was stirred at 25° C. for 5 min. ClCHF2 (g) was bubbled through the reaction mixture for 5 min. The reaction was stirred an additional 10 min. at 25° C. followed by stirring for 30 min. at 60° C. The reaction mixture was diluted with EtOAc and washed with 1 N HCl (aq). The organic layer was dried over Na2SO4, concentrated, and partially purified via silica... The reactants are C(C)OC(=O)C1C(CN(CC1)C(=O)OC(C)(C)C)N (3-amino-piperidine-1,4-dicarboxylic acid 1-tert-butyl ester 4-ethyl ester), Cl.CC1=NC2=CC=CC=C2C(=C1)COC1=CC=C(C=C1)S(=O)(=O)Cl (4-(2-methyl-quinolin-4-ylmethoxy)-benzenesulfonyl chloride hydrochloride), C(=O)(O)[O-].[Na+] (NaHCO3). Run in C(Cl)Cl (CH2Cl2), O (water), C(Cl)Cl (CH2Cl2). Conditions: temperature 25 celsius. Yields the product C(C)OC(=O)C1C(CN(CC1)C(=O)OC(C)(C)C)NS(=O)(=O)C1=CC=C(C=C1)OCC1=CC(=NC2=CC=CC=C12)C (3-[4-(2-methyl-quinolin-4-ylmethoxy)-benzenesulfonylamino]-piperidine-1,4-dicarboxylic acid 1-tert-butyl ester 4-ethyl ester). Yield: 25.8%. As a reaction SMILES: [CH2:1]([O:3][C:4]([CH:6]1[CH2:11][CH2:10][N:9]([C:12]([O:14][C:15]([CH3:18])([CH3:17])[CH3:16])=[O:13])[CH2:8][CH:7]1[NH2:19])=[O:5])[CH3:2].Cl.[CH3:21][C:22]1[CH:31]=[C:30]([CH2:32][O:33][C:34]2[CH:39]=[CH:38][C:37]([S:40](Cl)(=[O:42])=[O:41])=[CH:36][CH:35]=2)[C:29]2[C:24](=[CH:25][CH:26]=[CH:27][CH:28]=2)[N:23]=1.C([O-])(O)=O.[Na+]>C(Cl)Cl.O>[CH2:1]([O:3][C:4]([CH:6]1[CH2:11][CH2:10][N:9]([C:12]([O:14][C:15]([CH3:18])([CH3:17])[CH3:16])=[O:13])[CH2:8][CH:7]1[NH:19][S:40]([C:37]1[CH:38]=[CH:39][C:34]([O:33][CH2:32][C:30]2[C:29]3[C:24](=[CH:25][CH:26]=[CH:27][CH:28]=3)[N:23]=[C:22]([CH3:21])[CH:31]=2)=[CH:35][CH:36]=1)(=[O:41])=[O:42])=[O:5])[CH3:2] |f:1.2,3.4|. Procedure details: To a mixture of 2.89 g (10.62 mmol) of 3-amino-piperidine-1,4-dicarboxylic acid 1-tert-butyl ester 4-ethyl ester [WO 01/70673, Example 134] and 4-(2-methyl-quinolin-4-ylmethoxy)-benzenesulfonyl chloride hydrochloride (4.0 g, 11.8 mmol) in CH2Cl2 (40 mL) at 0° C. was added saturated aqueous NaHCO3 (40 mL). The solution was allowed to warm to 25° C. over 19 h. The reaction was then diluted with CH2Cl2 (100 mL) and water (30 mL), the organic layer was washed with water (2×50 mL), dried over MgSO4, ... The reactants are ClCC(=O)Cl (chloroacetyl chloride), C(CC)OC(CNCC1OCC(O1)C)OCCC (N-(2,2-Dipropoxyethyl)-N-(4-methyl-1,3-dioxolan-2-ylmethyl)amine), C1=CC=CC=C1 (benzene), C([O-])([O-])=O.[Na+].[Na+] (sodium carbonate). The solvent is O (water). Product: C(CC)OC(CN(C(CCl)=O)CC1OCC(O1)C)OCCC (N-(2,2-dipropoxyethyl)-N-(4-methyl-1,3-dioxolan-2-ylmethyl)-α-chloroacetamide). RXN SMILES: [CH2:1]([O:4][CH:5]([O:15][CH2:16][CH2:17][CH3:18])[CH2:6][NH:7][CH2:8][CH:9]1[O:13][CH:12]([CH3:14])[CH2:11][O:10]1)[CH2:2][CH3:3].C1C=CC=CC=1.C(=O)([O-])[O-].[Na+].[Na+].[Cl:31][CH2:32][C:33](Cl)=[O:34]>O>[CH2:16]([O:15][CH:5]([O:4][CH2:1][CH2:2][CH3:3])[CH2:6][N:7]([CH2:8][CH:9]1[O:13][CH:12]([CH3:14])[CH2:11][O:10]1)[C:33](=[O:34])[CH2:32][Cl:31])[CH2:17][CH3:18] |f:2.3.4|. Procedure details: N-(2,2-Dipropoxyethyl)-N-(4-methyl-1,3-dioxolan-2-ylmethyl)amine (0.05 mole), benzene (100 ml), water (100 ml) and sodium carbonate (2 grams) are charged into a glass reaction vessel equipped with a mechanical stirrer and thermometer. The reaction mixture is cooled to a temperature of from 5° to 10° C and chloroacetyl chloride (0.05 mole) is added dropwise with stirring. After the addition is completed stirring is continued until the reaction mixture has reached room temperature. After this time... Starting materials: Cl.C1(=CC=CC=C1)C1CCNCC1 (4-phenylpiperidine hydrochloride), [OH-].[Na+] (sodium hydroxide), C(C)(=O)OCC (ethyl acetate). Solvent: CS(=O)C (DMSO). Run at time 22.5 hour. Product: C1(=CC=CC=C1)C1CCN(CC1)C(=O)N1CCCC2=CC=CC=C12 (1-[(4-Phenyl-1-piperidinyl)carbonyl]-1,2,3,4-tetrahydroquinoline). RXN SMILES: Cl.[C:2]1([CH:8]2[CH2:13][CH2:12][NH:11][CH2:10][CH2:9]2)[CH:7]=[CH:6][CH:5]=[CH:4][CH:3]=1.[OH-:14].[Na+].C(O[CH2:20][CH3:21])(=O)C>CS(C)=O>[C:2]1([CH:8]2[CH2:9][CH2:10][N:11]([C:12]([N:11]3[C:20]4[C:21](=[CH:7][CH:2]=[CH:3][CH:4]=4)[CH2:8][CH2:9][CH2:10]3)=[O:14])[CH2:12][CH2:13]2)[CH:7]=[CH:6][CH:5]=[CH:4][CH:3]=1 |f:0.1,2.3|. Reported procedure: 4-Nitrophenyl 3,4-dihydroquinoline-1(2H)-carboxylate obtained in 1) above was dissolved in DMSO (10 ml), and 4-phenylpiperidine hydrochloride (1.58 g, 7.97 mmol) and 4 N aqueous sodium hydroxide (2.09 ml, 8.36 mmol) were added thereto and stirred at room temperature for 22.5 hours. 60 ml ethyl acetate was added to the reaction solution which was then washed with an aqueous potassium carbonate solution and a saturated saline solution. The organic layer was dried over magnesium sulfate and concent... Starting materials: C (charcoal), Cl.ClC(=O)C=1C=C(N2CCCC12)C=1C=NC=CC1 (7-chloroformyl-5-(3-pyridyl)-2,3-dihydro-1H-pyrrolizine hydrochloride), C(C)#N (acetonitrile), CN (methylamine). Run in C(Cl)Cl (methylene chloride). Run at temperature 20 celsius, time 7 hour. The product is CNC(=O)C=1C=C(N2CCCC12)C=1C=NC=CC1 (N-methyl-5-(3-pyridyl)-2,3-dihydro-1H-pyrrolizine-7-carboxamide). Reaction SMILES: Cl.Cl[C:3]([C:5]1[CH:6]=[C:7]([C:13]2[CH:14]=[N:15][CH:16]=[CH:17][CH:18]=2)[N:8]2[C:12]=1[CH2:11][CH2:10][CH2:9]2)=[O:4].CN.[C:21](#[N:23])C.C>C(Cl)Cl>[CH3:21][NH:23][C:3]([C:5]1[CH:6]=[C:7]([C:13]2[CH:14]=[N:15][CH:16]=[CH:17][CH:18]=2)[N:8]2[C:12]=1[CH2:11][CH2:10][CH2:9]2)=[O:4] |f:0.1|. Procedure: A suspension of 7-chloroformyl-5-(3-pyridyl)-2,3-dihydro-1H-pyrrolizine hydrochloride (14.1 g) in methylene chloride (250 cc) is saturated with a stream of anhydrous methylamine, while the temperature of the reaction mixture is kept at about 25° C. for 7 hours. The solution obtained is stirred at a temperature of about 20° C. for 16 hours and then methylene chloride (250 cc) and distilled water (250 cc) are added to it. The organic phase is separated, washed 3 times with distilled water (750 cc ... As a reaction SMILES: [CH3:30][OH:31].[ClH:29].[F:1][c:2]1[cH:3][cH:4][c:5]([CH2:6][n:7]2[cH:8][cH:9][c:10]3[c:11]2[cH:12][n:13][c:14]([C:20](=[O:21])[O:22][CH2:23][CH3:24])[c:15]3[CH2:16][CH2:17][CH2:18][OH:19])[cH:25][cH:26]1.[Na+:28].[OH-:27].[OH2:32]>>[F:1][c:2]1[cH:3][cH:4][c:5]([CH2:6][n:7]2[cH:8][cH:9][c:10]3[c:11]2[cH:12][n:13][c:14]([C:20](=[O:21])[OH:22])[c:15]3[CH2:16][CH2:17][CH2:18][OH:19])[cH:25][cH:26]1. Product: O=C(O)c1ncc2c(ccn2Cc2ccc(F)cc2)c1CCCO. Reactants: CO, Cl, CCOC(=O)c1ncc2c(ccn2Cc2ccc(F)cc2)c1CCCO, [Na+], [OH-], O.